From a dataset of the Open Reaction Database (ORD), a public repository of structured organic reaction records. describe an organic reaction: reactants, conditions, products, and yield The product is C(C(=O)O)(=O)O.OC(CCC(C)(C1=CC(=C(C=C1)O)CN1CCCCCC1)C1=CC(=C(C=C1)O)CN1CCCCCC1)(C1=CC=CC=C1)C1=CC=CC=C1 (4,4'-(4-Hydroxy-1-methyl-4,4-diphenylbutylidene)bis[2-[(hexahydro-1H-azepin-1-yl)methyl]phenol] oxalic acid salt). Reactants: OC(CCC(C)(C1=CC(=C(C=C1)O)CN1CCCCCC1)C1=CC(=C(C=C1)O)CN1CCCCCC1)(C1=CC=CC=C1)C1=CC=CC=C1 (4,4'-(4-Hydroxy-1-methyl-4,4-diphenylbutylidene)bis[2-[(hexahydro-1H-azepin-1-yl)methyl]phenol]), C(C(=O)O)(=O)O (oxalic acid). Procedure details: A solution of the compound from Example 2 (0.27 g, 0.42 mmol) in 6 mL of ether was treated with oxalic acid (0.106 g, 0.84 mmol) in 1 mL of ethanol. The white precipitate which formed was collected and washed with 20 mL of ether. The solid obtained was dried under vacuum (P2O5) to give the title compound as a white solid, mp=135-150° C. Reaction SMILES: [OH:1][C:2]([C:43]1[CH:48]=[CH:47][CH:46]=[CH:45][CH:44]=1)([C:37]1[CH:42]=[CH:41][CH:40]=[CH:39][CH:38]=1)[CH2:3][CH2:4][C:5]([C:22]1[CH:27]=[CH:26][C:25]([OH:28])=[C:24]([CH2:29][N:30]2[CH2:36][CH2:35][CH2:34][CH2:33][CH2:32][CH2:31]2)[CH:23]=1)([C:7]1[CH:12]=[CH:11][C:10]([OH:13])=[C:9]([CH2:14][N:15]2[CH2:21][CH2:20][CH2:19][CH2:18][CH2:17][CH2:16]2)[CH:8]=1)[CH3:6].[C:49]([OH:54])(=[O:53])[C:50]([OH:52])=[O:51]>CCOCC.C(O)C>[C:49]([OH:54])(=[O:53])[C:50]([OH:52])=[O:51].[OH:1][C:2]([C:37]1[CH:42]=[CH:41][CH:40]=[CH:39][CH:38]=1)([C:43]1[CH:44]=[CH:45][CH:46]=[CH:47][CH:48]=1)[CH2:3][CH2:4][C:5]([C:7]1[CH:12]=[CH:11][C:10]([OH:13])=[C:9]([CH2:14][N:15]2[CH2:21][CH2:20][CH2:19][CH2:18][CH2:17][CH2:16]2)[CH:8]=1)([C:22]1[CH:27]=[CH:26][C:25]([OH:28])=[C:24]([CH2:29][N:30]2[CH2:36][CH2:35][CH2:34][CH2:33][CH2:32][CH2:31]2)[CH:23]=1)[CH3:6] |f:4.5|. Run in CCOCC (ether), C(C)O (ethanol).